Dataset: the Open Reaction Database (ORD), a public repository of structured organic reaction records. Task: describe an organic reaction: reactants, conditions, products, and yield Reactants: CC1=C(C(=O)C2=C(C=C(N2C)CC(=O)OCC)C)C=CC=C1 (ethyl 5-(o-methylbenzoyl)-1,4-dimethylpyrrole-2-acetate), C(CCCCC)I (n-hexyl iodide). Product: C(C)C=1N(C(=C(C1)C)C(C1=C(C=CC=C1)C)=O)C.C(CCCCC)CC(=O)[O-] (ethyl 5-(o-methylbenzoyl)-1,4-dimethylpyrrole 2-(α-n-hexyl)-acetate). Reaction SMILES: [CH3:1][C:2]1[CH:22]=[CH:21][CH:20]=[CH:19][C:3]=1[C:4]([C:6]1[N:10]([CH3:11])[C:9]([CH2:12][C:13]([O:15]CC)=[O:14])=[CH:8][C:7]=1[CH3:18])=[O:5].C(I)CCCCC>>[CH2:12]([C:9]1[N:10]([CH3:11])[C:6]([C:4](=[O:5])[C:3]2[CH:19]=[CH:20][CH:21]=[CH:22][C:2]=2[CH3:1])=[C:7]([CH3:18])[CH:8]=1)[CH3:13].[CH2:9]([CH2:12][C:13]([O-:15])=[O:14])[CH2:8][CH2:7][CH2:6][CH2:4][CH3:3] |f:2.3|. Reported procedure: The alkylation procedure of Example 77A is performed upon ethyl 5-(o-methylbenzoyl)-1,4-dimethylpyrrole-2-acetate (from Example 92), using an equivalent quantity of n-hexyl iodide instead of methyl iodide used in Example 77A to yield ethyl 5-(o-methylbenzoyl)-1,4-dimethylpyrrole-2-(α-n-hexyl)-acetate. Starting materials: C(=O)NC=1SC=C(N1)C(C(=O)NC1[C@@H]2N(C(=C(CS2)S\C=C/C=2C=NC=CC2)C(=O)OC(C2=CC=CC=C2)C2=CC=CC=C2)C1=O)=NOC (benzhydryl 7-[2-(2-formamidothiazol-4-yl)-2-methoxyiminoacetamido]-3-[(Z)-2-(3-pyridyl)vinylthio]-3-cephem-4-carboxylate), FC(S(=O)(=O)OCCN=[N+]=[N-])(F)F (2-azidoethyl trifluoromethanesulfonate). The solvent is CN(C=O)C (N,N-dimethylformamide). Run at temperature 40 celsius, time 3 hour. Yields the product FC(S(=O)(=O)O)(F)F.S1CC=C(N2[C@H]1CC2=O)C(=O)O (3-cephem-4-carboxylate trifluoromethanesulfonate). Isolated yield 144.6%. Reaction SMILES: C(NC1SC=C(C(=NOC)C(N[CH:13]2[C:45](=[O:46])[N:15]3[C:16]([C:29]([O:31]C(C4C=CC=CC=4)C4C=CC=CC=4)=[O:30])=[C:17](S/C=C\C4C=NC=CC=4)[CH2:18][S:19][C@H:14]23)=O)N=1)=O.[F:50][C:51]([F:62])([F:61])[S:52]([O:55]CCN=[N+]=[N-])(=[O:54])=[O:53]>CN(C)C=O>[F:50][C:51]([F:62])([F:61])[S:52]([OH:55])(=[O:54])=[O:53].[S:19]1[C@@H:14]2[CH2:13][C:45](=[O:46])[N:15]2[C:16]([C:29]([OH:31])=[O:30])=[CH:17][CH2:18]1 |f:3.4|. Procedure details: To a solution of benzhydryl 7-[2-(2-formamidothiazol-4-yl)-2-methoxyiminoacetamido]-3-[(Z)-2-(3-pyridyl)vinylthio]-3-cephem-4-carboxylate (syn isomer) (2 g) in N,N-dimethylformamide (10 ml) was added 2-azidoethyl trifluoromethanesulfonate (2.4 g) at ambient temperature, and the mixture was stirred at 40° C. for 3 hours and then at ambient temperature through the night. The mixture was evaporated in vacuo to give a residue. The residue was subjected to column chromatography on silica gel and elut... The reactants are [H-].[Na+] (sodium hydride), C(C1=CC=CC=C1)C1=NC(=CC=C1)N1C[C@H]([C@@H](C1)O)O (2-benzyl-6-[(3R,4R)-3,4-dihydroxypyrrolidine-1-yl]pyridine), CI (methyl iodide). The solvent is O1CCCC1 (tetrahydrofuran). Run at time 1 hour. Product: C(C1=CC=CC=C1)C1=NC(=CC=C1)N1C[C@H]([C@@H](C1)OC)O (2-Benzyl-6-[(3R,4R)-3-hydroxy-4-methoxypyrrolidine-1-yl]pyridine). RXN SMILES: [H-].[Na+].[CH2:3]([C:10]1[CH:15]=[CH:14][CH:13]=[C:12]([N:16]2[CH2:20][C@@H:19]([OH:21])[C@H:18]([OH:22])[CH2:17]2)[N:11]=1)[C:4]1[CH:9]=[CH:8][CH:7]=[CH:6][CH:5]=1.[CH3:23]I>O1CCCC1>[CH2:3]([C:10]1[CH:15]=[CH:14][CH:13]=[C:12]([N:16]2[CH2:17][C@@H:18]([O:22][CH3:23])[C@H:19]([OH:21])[CH2:20]2)[N:11]=1)[C:4]1[CH:9]=[CH:8][CH:7]=[CH:6][CH:5]=1 |f:0.1|. Procedure details: 800 mg of oily (60%) sodium hydride was added little by little to a mixture of 5.35 g of 2-benzyl-6-[(3R,4R)-3,4-dihydroxypyrrolidine-1-yl]pyridine and 40 ml of tetrahydrofuran while stirring, followed by stirring as it was for one hour. Then 1.24 ml of methyl iodide was added thereto, followed by stirring as it was overnight. The mixture was extracted with ethyl acetate-water, and the organic phase was washed with water and brine, dried over anhydrous magnesium sulfate and evaporated. The resid... The reactants are C1(CCCCC1)N1C(C(NC2=CC(=CC=C12)NC(C(=O)OCC)=O)=O)=O (ethyl N-(1-cyclohexyl-2,3(1H,4H)-quinoxalinedion-6-yl)oxamate), [N+](=O)([O-])[O-].[Na+] (sodium nitrate). Solvent: S(O)(O)(=O)=O (sulfuric acid). Conditions: temperature 0 celsius, time 2 hour. Yields the product C1(CCCCC1)N1C(C(NC2=CC(=C(C=C12)[N+](=O)[O-])NC(C(=O)OCC)=O)=O)=O (Ethyl N-(1-cyclohexyl-7-nitro-2,3(1H,4H)-quinoxalinedion-6-yl)oxamate). Isolated yield 93.2%. Reaction SMILES: [CH:1]1([N:7]2[C:16]3[C:11](=[CH:12][C:13]([NH:17][C:18](=[O:24])[C:19]([O:21][CH2:22][CH3:23])=[O:20])=[CH:14][CH:15]=3)[NH:10][C:9](=[O:25])[C:8]2=[O:26])[CH2:6][CH2:5][CH2:4][CH2:3][CH2:2]1.[N+:27]([O-])([O-:29])=[O:28].[Na+]>S(=O)(=O)(O)O>[CH:1]1([N:7]2[C:16]3[C:11](=[CH:12][C:13]([NH:17][C:18](=[O:24])[C:19]([O:21][CH2:22][CH3:23])=[O:20])=[C:14]([N+:27]([O-:29])=[O:28])[CH:15]=3)[NH:10][C:9](=[O:25])[C:8]2=[O:26])[CH2:2][CH2:3][CH2:4][CH2:5][CH2:6]1 |f:1.2|. Procedure: 48 g (0.133 mol) of ethyl N-(1-cyclohexyl-2,3(1H,4H)-quinoxalinedion-6-yl)oxamate were dissolved in 11 of concentrated sulfuric acid and, at 0° C., 11.35 g (0.133 mol) of sodium nitrate were added a little at a time. The mixture was stirred at 0° C. for a further 2 h and poured into a large quantity of ice. The precipitate was filtered off with suction to yield 50.1 g (93%) of the product. Reactants: C(O)([O-])=O.[Na+] (sodium hydrogen carbonate), N1CCCC1 (Pyrrolidine), C1(=CC=CC=C1)C(Cl)(C1=CC=CC=C1)C1=CC=CC=C1 (triphenylchloromethane), C([O-])([O-])=O.[K+].[K+] (potassium carbonate). Run in C(C)(=O)OCC (ethyl acetate), C(C)#N (acetonitrile). Yields the product C1(=CC=CC=C1)C(N1CCCC1)(C1=CC=CC=C1)C1=CC=CC=C1 (1-(triphenylmethyl)pyrrolidine). Yield: 39.2%. Reaction SMILES: [NH:1]1[CH2:5][CH2:4][CH2:3][CH2:2]1.[C:6]1([C:12]([C:20]2[CH:25]=[CH:24][CH:23]=[CH:22][CH:21]=2)([C:14]2[CH:19]=[CH:18][CH:17]=[CH:16][CH:15]=2)Cl)[CH:11]=[CH:10][CH:9]=[CH:8][CH:7]=1.C(=O)([O-])[O-].[K+].[K+].C(=O)([O-])O.[Na+]>C(OCC)(=O)C.C(#N)C>[C:6]1([C:12]([C:14]2[CH:15]=[CH:16][CH:17]=[CH:18][CH:19]=2)([C:20]2[CH:21]=[CH:22][CH:23]=[CH:24][CH:25]=2)[N:1]2[CH2:5][CH2:4][CH2:3][CH2:2]2)[CH:7]=[CH:8][CH:9]=[CH:10][CH:11]=1 |f:2.3.4,5.6|. Reported procedure: Pyrrolidine (0.26 g, 3.66 mmol) (Wako Pure Chemical Industries, Ltd.), triphenylchloromethane (1.02 g, 3.66 mmol) (Wako Pure Chemical Industries, Ltd.), and potassium carbonate (0.51 g, 3.66 mmol) (Wako Pure Chemical Industries, Ltd.) were added to acetonitrile (30 mL) (Wako Pure Chemical Industries, Ltd.), and the mixture was refluxed for 5 hours. A saturated aqueous solution of sodium hydrogen carbonate (Wako Pure Chemical Industries, Ltd.) was added to the reaction solution, and mixture was e...